Dataset: the Open Reaction Database (ORD), a public repository of structured organic reaction records. Task: describe an organic reaction: reactants, conditions, products, and yield Starting materials: NC=1C=CC2=C(N(CCNC2=O)CC)C1 (8-amino-1-ethyl-1,2,3,4-tetrahydro-benzo[e][1,4]diazepin-5-one), OC(=O)C(F)(F)F.ClC=1C(=NC(=NC1)NC=1C=CC2=C(N(CCNC2=O)CC)C1)NC1=C(C=CC=C1)OCCN1CCOCC1 (8-{5-Chloro-4-[2-(2-morpholin-4-yl-ethoxy)-phenylamino]-pyrimidin-2-ylamino}-1-ethyl-1,2,3,4-tetrahydro-benzo[e][1,4]diazepin-5-one TFA salt), 9d. Product: ClC=1C(=NC(=NC1)NC=1C=CC2=C(N(CCNC2=O)CC)C1)NC1=C(C=CC=C1)OCCN1CCOCC1 (8-{5-Chloro-4-[2-(2-morpholin-4-yl-ethoxy)-phenylamino]-pyrimidin-2-ylamino}-1-ethyl-1,2,3,4-tetrahydro-benzo[e][1,4]diazepin-5-one). RXN SMILES: NC1C=CC2C(=O)NCCN(CC)C=2C=1.OC(C(F)(F)F)=O.[Cl:23][C:24]1[C:25]([NH:45][C:46]2[CH:51]=[CH:50][CH:49]=[CH:48][C:47]=2[O:52][CH2:53][CH2:54][N:55]2[CH2:60][CH2:59][O:58][CH2:57][CH2:56]2)=[N:26][C:27]([NH:30][C:31]2[CH:32]=[CH:33][C:34]3[C:40](=[O:41])[NH:39][CH2:38][CH2:37][N:36]([CH2:42][CH3:43])[C:35]=3[CH:44]=2)=[N:28][CH:29]=1>>[Cl:23][C:24]1[C:25]([NH:45][C:46]2[CH:51]=[CH:50][CH:49]=[CH:48][C:47]=2[O:52][CH2:53][CH2:54][N:55]2[CH2:60][CH2:59][O:58][CH2:57][CH2:56]2)=[N:26][C:27]([NH:30][C:31]2[CH:32]=[CH:33][C:34]3[C:40](=[O:41])[NH:39][CH2:38][CH2:37][N:36]([CH2:42][CH3:43])[C:35]=3[CH:44]=2)=[N:28][CH:29]=1 |f:1.2|. Procedure: Following an analogous procedure as described in Example 1451, 8-amino-1-ethyl-1,2,3,4-tetrahydro-benzo[e][1,4]diazepin-5-one was converted to 8-{5-Chloro-4-[2-(2-morpholin-4-yl-ethoxy)-phenylamino]-pyrimidin-2-ylamino}-1-ethyl-1,2,3,4-tetrahydro-benzo[e][1,4]diazepin-5-one TFA salt (78 mg, 56%). 1H-NMR (DMSO-D6, 400 MHz) 6 NMR 9.50 (bs, 1H), 9.40 (s, 1H), 8.45 (s, 1H), 8.16 (s, 1H), 7.87 (d, 1H), 7.38 (d, 1H), 7.30 (t, 1H), 7.20 9d, 1H), 6.85 (t, 1H), 6.80 (bs, 2H), 4.42 (s, 2H), 3.94 (t, 2H), ...